This data is from the Open Reaction Database (ORD), a public repository of structured organic reaction records. The task is: describe an organic reaction: reactants, conditions, products, and yield Reactants: CO, [Ca+2], ClI, O=C([O-])[O-], Nc1ccc(S(=O)(=O)c2ccccc2)cc1. Product: Nc1ccc(S(=O)(=O)c2ccccc2)cc1I. Reaction SMILES: [CH3:24][OH:25].[Ca+2:19].[I:1][Cl:2].[O-:20][C:21](=[O:22])[O-:23].[c:3]1([S:9](=[O:10])(=[O:11])[c:12]2[cH:13][cH:14][c:15]([NH2:18])[cH:16][cH:17]2)[cH:4][cH:5][cH:6][cH:7][cH:8]1>>[I:1][c:14]1[cH:13][c:12]([S:9]([c:3]2[cH:4][cH:5][cH:6][cH:7][cH:8]2)(=[O:10])=[O:11])[cH:17][cH:16][c:15]1[NH2:18]. Reactants: O(C1=CC=CC=C1)CC(C(O)C1=CC=C(C=C1)N)N1CCC(CC1)CC1=CC=CC=C1 (1-phenoxymethyl-1-(4-benzylpiperidin-1-yl)-2-p-aminophenyl-2-hydroxy-ethane), C(#N)[S-].[K+] (KSCN), BrBr (Br2). The solvent is C(C)(=O)O (acetic acid), C(C)(=O)O (acetic acid). Run at time 2 hour. Product: O(C1=CC=CC=C1)CC(C(C1=CC2=C(N=C(S2)N)C=C1)O)N1CCC(CC1)CC1=CC=CC=C1 (1-Phenoxymethyl-1-(4-benzylpiperidin-1-yl)-2-hydroxy-2-(2-aminobenzothiazol-6-yl)-ethane). RXN SMILES: [O:1]([CH2:8][CH:9]([N:19]1[CH2:24][CH2:23][CH:22]([CH2:25][C:26]2[CH:31]=[CH:30][CH:29]=[CH:28][CH:27]=2)[CH2:21][CH2:20]1)[CH:10]([C:12]1[CH:17]=[CH:16][C:15]([NH2:18])=[CH:14][CH:13]=1)[OH:11])[C:2]1[CH:7]=[CH:6][CH:5]=[CH:4][CH:3]=1.[C:32]([S-:34])#[N:33].[K+].BrBr>C(O)(=O)C>[O:1]([CH2:8][CH:9]([N:19]1[CH2:24][CH2:23][CH:22]([CH2:25][C:26]2[CH:31]=[CH:30][CH:29]=[CH:28][CH:27]=2)[CH2:21][CH2:20]1)[CH:10]([OH:11])[C:12]1[CH:17]=[CH:16][C:15]2[N:18]=[C:32]([NH2:33])[S:34][C:14]=2[CH:13]=1)[C:2]1[CH:3]=[CH:4][CH:5]=[CH:6][CH:7]=1 |f:1.2|. Procedure: To a stirred solution of 1.5 g of (+) three 1-phenoxymethyl-1-(4-benzylpiperidin-1-yl)-2-p-aminophenyl-2-hydroxy-ethane and 1.43 g of KSCN in 20 ml of glacial acetic acid was added dropwise a solution of 0.58 g of Br2 in 5 ml of glacial acetic acid at room temperature. After stirring for 2 h., the yellow sospension was filtered and the solution was poured into 70 ml of concentrated ammonium solution. The cloudy basic solution was extracted with ethyl acetate dried and evaporated. The resulting y...